This data is from the Open Reaction Database (ORD), a public repository of structured organic reaction records. The task is: describe an organic reaction: reactants, conditions, products, and yield Starting materials: NC=1C=CC2=C(CCCC(N2C)=O)C1 (7-amino-1-methyl-1,3,4,5-tetrahydro-1-benzazepin-2-one), ClC1=NC=C(C(=N1)NC1=C(C(=O)NCC#C)C=CC=C1)Cl (2-(2,5-dichloro-pyrimidin-4-ylamino)-N-prop-2-ynyl-benzamide). The product is ClC=1C(=NC(=NC1)NC1=CC2=C(N(C(CCC2)=O)C)C=C1)NC1=C(C(=O)NCC#C)C=CC=C1 (2-[5-Chloro-2-(1-methyl-2-oxo-2,3,4,5-tetrahydro-1H-benzo[b]azepin-7-ylamino)-pyrimidin-4-ylamino]-N-prop-2-ynyl-benzamide), solid. Isolated yield 48.0%. Reaction SMILES: [NH2:1][C:2]1[CH:3]=[CH:4][C:5]2[N:11]([CH3:12])[C:10](=[O:13])[CH2:9][CH2:8][CH2:7][C:6]=2[CH:14]=1.Cl[C:16]1[N:21]=[C:20]([NH:22][C:23]2[CH:34]=[CH:33][CH:32]=[CH:31][C:24]=2[C:25]([NH:27][CH2:28][C:29]#[CH:30])=[O:26])[C:19]([Cl:35])=[CH:18][N:17]=1>>[Cl:35][C:19]1[C:20]([NH:22][C:23]2[CH:34]=[CH:33][CH:32]=[CH:31][C:24]=2[C:25]([NH:27][CH2:28][C:29]#[CH:30])=[O:26])=[N:21][C:16]([NH:1][C:2]2[CH:3]=[CH:4][C:5]3[N:11]([CH3:12])[C:10](=[O:13])[CH2:9][CH2:8][CH2:7][C:6]=3[CH:14]=2)=[N:17][CH:18]=1. Procedure details: 2-[5-Chloro-2-(1-methyl-2-oxo-2,3,4,5-tetrahydro-1H-benzo[b]azepin-7-ylamino)-pyrimidin-4-ylamino]-N-prop-2-ynyl-benzamide was prepared from 7-amino-1-methyl-1,3,4,5-tetrahydro-1-benzazepin-2-one and 2-(2,5-dichloro-pyrimidin-4-ylamino)-N-prop-2-ynyl-benzamide in an analogous manner to Example 308c. Product isolated as a white solid (79 mg, 48%). m.p.=193-194° C.; LCMS (m/e) 475 (M+H); 1H-NMR (CDCl3, 400 MHz) δ 10.97 (s, 1H), 8.66 (d, 1H, J=8.4 Hz), 8.14 (s, 1H), 7.57 (d, 1H, J=7.8 Hz), 7.54-7.4... Starting materials: CO, [N-]=[N+]=[N-], NC(C(=O)O)c1ccc(O)c(CCl)c1, [Na+]. The product is [N-]=[N+]=NCc1cc(C(N)C(=O)O)ccc1O. RXN SMILES: [CH3:19][OH:20].[N-:16]=[N+:17]=[N-:18].[NH2:1][CH:2]([C:3](=[O:4])[OH:5])[c:6]1[cH:7][c:8]([CH2:13][Cl:14])[c:9]([OH:12])[cH:10][cH:11]1.[Na+:15]>>[NH2:1][CH:2]([C:3](=[O:4])[OH:5])[c:6]1[cH:7][c:8]([CH2:13][N:16]=[N+:17]=[N-:18])[c:9]([OH:12])[cH:10][cH:11]1.